From a dataset of the Open Reaction Database (ORD), a public repository of structured organic reaction records. describe an organic reaction: reactants, conditions, products, and yield The reactants are C(=O)N1CCC(=CC2=C1C=CC(=C2)C2=CC=C(C=C2)OCCC)C(=O)O (1-formyl-7-(4-propoxyphenyl)-2,3-dihydro-1H-1-benzazepine-4-carboxylic acid), S(=O)(Cl)Cl (thionyl chloride), CN(C)C=O (DMF). Conditions: time 30 minute. Yields the product C(=O)N1CCC(=CC2=C1C=CC(=C2)C2=CC=C(C=C2)OCCC)C(=O)NC2=CC=C(C=C2)CN(C2CCOCC2)C (1-formyl-N-[4-[[N-methyl-N-(tetrahydro-2H-pyran-4-yl)amino]methyl]phenyl]-7-(4-propoxyphenyl)-2,3-dihydro-1H-1-benzazepine-4-carboxamide). Isolated yield 81.0%. As a reaction SMILES: [CH:1]([N:3]1[C:9]2[CH:10]=[CH:11][C:12]([C:14]3[CH:19]=[CH:18][C:17]([O:20][CH2:21][CH2:22][CH3:23])=[CH:16][CH:15]=3)=[CH:13][C:8]=2[CH:7]=[C:6]([C:24](O)=[O:25])[CH2:5][CH2:4]1)=[O:2].S(Cl)(Cl)=O.[CH3:31][N:32]([CH:34]=O)[CH3:33]>>[CH:1]([N:3]1[C:9]2[CH:10]=[CH:11][C:12]([C:14]3[CH:19]=[CH:18][C:17]([O:20][CH2:21][CH2:22][CH3:23])=[CH:16][CH:15]=3)=[CH:13][C:8]=2[CH:7]=[C:6]([C:24]([NH:3][C:9]2[CH:10]=[CH:11][C:12]([CH2:34][N:32]([CH3:31])[CH:33]3[CH2:22][CH2:21][O:20][CH2:17][CH2:16]3)=[CH:13][CH:8]=2)=[O:25])[CH2:5][CH2:4]1)=[O:2]. Reported procedure: In DMF (10.0 ml) was suspended 1-formyl-7-(4-propoxyphenyl)-2,3-dihydro-1H-1-benzazepine-4-carboxylic acid (433 mg). To the suspension was added thionyl chloride (0.22 ml), and the mixture was stirred at room temperature for 30 minutes. Under reduced pressure, the solvent was evaporated, and to the mixture was added THF (15.0 ml). On the other hand, to 4-[[N-methyl-N-tetrahydro-2H-pyran-4-yl)amino]methyl]aniline dihydrochloride (434 mg) was added THF (10.0 ml) and then added triethylamine (1.29 ... The reactants are C(C(=C)C)(=O)Cl (methacryloyl chloride), [Li]CCCC (n-BuLi), hexanes, C(\C=C\C)(=O)N ((E)-but-2-enamide). Run in C1CCOC1 (THF), C1CCOC1 (THF), C(C)(=O)OCC (ethyl acetate). Yields the product C(C(=C)C)(=O)NC(\C=C\C)=O ((E)-N-methacryloylbut-2-enamide). Reaction SMILES: [C:1]([NH2:6])(=[O:5])/[CH:2]=[CH:3]/[CH3:4].[Li]CCCC.[C:12](Cl)(=[O:16])[C:13]([CH3:15])=[CH2:14]>C1COCC1.C(OCC)(=O)C>[C:12]([NH:6][C:1](=[O:5])/[CH:2]=[CH:3]/[CH3:4])(=[O:16])[C:13]([CH3:15])=[CH2:14]. Procedure: Experimental Procedure: To a suspension of (E)-but-2-enamide (1.0 equiv) in 3.5 mL THF was added n-BuLi in hexanes (2.5 M,1.2 equiv) slowly at −78° C. The reaction mixture was warmed up to room temperature and stirred for 8 h before a solution of methacryloyl chloride (2.0 equiv) in 2 mL of THF was added drop wise at −78° C. The reaction mixture was allowed to warm up to rt overnight. The crude reaction mixture was diluted with ethyl acetate, and quenched with cold NH4Cl(aq, sat), and the organi... Reactants: ClC1=NC=NC=2C=C3C(=CC12)OCO3 (8-chloro-[1,3]dioxolo[4,5-g]quinazoline), C(#C)C=1C=C(N)C=CC1 (3-ethynylaniline). Product: O1COC=2C1=CC=1C(=NC=NC1C2)NC2=CC(=CC=C2)C#C ([1,3]dioxolo[4,5-g]quinazolin-8-yl-(3-ethynyl-phenyl)-amine). The yield is 88.4%. Reaction SMILES: Cl[C:2]1[C:11]2[CH:10]=[C:9]3[O:12][CH2:13][O:14][C:8]3=[CH:7][C:6]=2[N:5]=[CH:4][N:3]=1.[C:15]([C:17]1[CH:18]=[C:19]([CH:21]=[CH:22][CH:23]=1)[NH2:20])#[CH:16]>C(O)(C)C>[O:12]1[C:9]2=[CH:10][C:11]3[C:2]([NH:20][C:19]4[CH:21]=[CH:22][CH:23]=[C:17]([C:15]#[CH:16])[CH:18]=4)=[N:3][CH:4]=[N:5][C:6]=3[CH:7]=[C:8]2[O:14][CH2:13]1. Reported procedure: A mixture of 8-chloro-[1,3]dioxolo[4,5-g]quinazoline (0.200 g, 1.04 mmol) and 3-ethynylaniline (0.127 g, 1.09 mmol) in 5 mL isopropanol was heated to reflux overnight, then cooled to ambient temperature. Precipitate was collected and washed to give [1,3]dioxolo[4,5-g]quinazolin-8-yl-(3-ethynyl-phenyl)-amine (0.266 g, 78%): mp greater than 350° C. Run in C(C)(C)O (isopropanol). The reactants are [N+](=O)(O)[O-] (nitric acid), ClCC(=O)C1=CC=C(C=C1)CCC(=O)OC (methyl 3-(4-chloroacetylphenyl)propionate), S(O)(O)(=O)=O (sulfuric acid), ice water. The product is C(=O)(O)C1=CC(=C(C=C1)CCC(=O)OC)[N+](=O)[O-] (methyl 3-(4-carboxy-2-nitrophenyl)propionate). Reaction SMILES: ClC[C:3]([C:5]1[CH:10]=[CH:9][C:8]([CH2:11][CH2:12][C:13]([O:15][CH3:16])=[O:14])=[CH:7][CH:6]=1)=[O:4].[N+:17]([O-])([OH:19])=[O:18].S(=O)(=O)(O)[OH:22]>>[C:3]([C:5]1[CH:10]=[CH:9][C:8]([CH2:11][CH2:12][C:13]([O:15][CH3:16])=[O:14])=[C:7]([N+:17]([O-:19])=[O:18])[CH:6]=1)([OH:4])=[O:22]. Procedure details: 36.26 Grams of methyl 3-(4-chloroacetylphenyl)propionate was dissolved in 300 ml of concentrated sulfuric acid, then 20.9 g of fuming nitric acid (d=1.52) was added dropwise thereto under an ice-cooled condition with stirring. The reaction mixture was further stirred at a room temperature for 3 hours, then was poured into ice-water, and extracted with chloroform. The chloroform layer was washed with water, dried and chloroform was removed by distillation. The residue thus obtained was purified b... Yield: 2.2%. As a reaction SMILES: B(Br)(Br)Br.[NH2:5][C:6]1[C:15]2[N:16]=[C:17]([CH2:29][O:30]CC)[N:18]([CH2:19][CH2:20][CH2:21][CH2:22][NH:23][C:24](=[O:28])[CH:25]([CH3:27])[CH3:26])[C:14]=2[C:13]2[CH:12]=[CH:11][CH:10]=[CH:9][C:8]=2[N:7]=1>ClCCl>[NH2:5][C:6]1[C:15]2[N:16]=[C:17]([CH2:29][OH:30])[N:18]([CH2:19][CH2:20][CH2:21][CH2:22][NH:23][C:24](=[O:28])[CH:25]([CH3:27])[CH3:26])[C:14]=2[C:13]2[CH:12]=[CH:11][CH:10]=[CH:9][C:8]=2[N:7]=1. The product is NC1=NC=2C=CC=CC2C2=C1N=C(N2CCCCNC(C(C)C)=O)CO (N-[4-(4-amino-2-hydroxymethyl-1H-imidazo[4,5-c]quinolin-1-yl)butyl]isobutyramide). The reactants are B(Br)(Br)Br (Boron tribromide), NC1=NC=2C=CC=CC2C2=C1N=C(N2CCCCNC(C(C)C)=O)COCC (N-[4-(4-amino-2-ethoxymethyl-1H-imidazo[4,5-c]quinolin-1-yl)butyl]isobutyramide), B(Br)(Br)Br (boron tribromide). The solvent is ClCCl (dichloromethane). Run at time 1 day. Procedure: Boron tribromide (2.5 equivalents, 15.6 mL of 1 M solution in dichloromethane) was added dropwise to a cooled (ice bath) suspension of N-[4-(4-amino-2-ethoxymethyl-1H-imidazo[4,5-c]quinolin-1-yl)butyl]isobutyramide (2.4 g, 6.2 mmol) in dichloromethane (25 mL). The reaction mixture was allowed to slowly warm to ambient temperature and then stirred for 1 day. Additional boron tribromide (5 equivalents, 31 mmol, 31 mL) was added to the mixture. The reaction was quenched slowly with methanol (100 mL... As a reaction SMILES: [Cl:1][C:2]1[N:7]=[C:6](Cl)[CH:5]=[C:4]([C:9]2[CH:14]=[CH:13][CH:12]=[C:11]([S:15]([CH3:18])(=[O:17])=[O:16])[CH:10]=2)[N:3]=1.CCN(C(C)C)C(C)C.[NH:28]1[CH2:33][CH2:32][O:31][CH2:30][CH2:29]1>CCO>[Cl:1][C:2]1[N:7]=[C:6]([N:28]2[CH2:33][CH2:32][O:31][CH2:30][CH2:29]2)[CH:5]=[C:4]([C:9]2[CH:14]=[CH:13][CH:12]=[C:11]([S:15]([CH3:18])(=[O:17])=[O:16])[CH:10]=2)[N:3]=1. Run in CCO (EtOH). Procedure details: 2,4-dichloro-6-(3-(methylsulfonyl)phenyl)pyrimidine (220 mg, 0.72 mmol, 1 eq) was dissolved in EtOH (5 mL) and DIEA was added (0.31 mL, 2.2 mmol, 3 eq). The reaction mixture was cooled to 0° C. and morpholine (94 mg, 1.1 μmol, 1.6 eq) was added. The reaction mixture was stirred at room temperature for 3 days. The ethanol was concentrated under reduced pressure and the residue was partitioned between EtOAc and sat. aq. NaHCO3. The organic layer was separated, washed with water and dried (Na2SO4).... Product: ClC1=NC(=CC(=N1)N1CCOCC1)C1=CC(=CC=C1)S(=O)(=O)C (4-(2-chloro-6-(3-(methylsulfonyl)phenyl)pyrimidin-4-yl)morpholine). Reaction conditions: temperature 0 celsius, time 3 day. Starting materials: CCN(C(C)C)C(C)C (DIEA), ClC1=NC(=CC(=N1)Cl)C1=CC(=CC=C1)S(=O)(=O)C (2,4-dichloro-6-(3-(methylsulfonyl)phenyl)pyrimidine), N1CCOCC1 (morpholine). Isolated yield 38540.0%.